The task is: describe an organic reaction: reactants, conditions, products, and yield. This data is from the Open Reaction Database (ORD), a public repository of structured organic reaction records. Starting materials: CC=1N=CSC1C (4,5-dimethylthiazole), CC=1N=C(SC1C)C(C(F)(F)F)=O (4,5-dimethyl-2-trifluoroacetylthiazole), d6. Solvent: CS(=O)C (DMSO). Yields the product CC=1N=C(SC1C)C(C(F)(F)F)(O)C=1SC(=C(N1)C)C (1,1-Bis(4,5-dimethyl-2-thiazolyl)-2,2,2-trifluoroethanol). RXN SMILES: [CH3:1][C:2]1[N:3]=[CH:4][S:5][C:6]=1[CH3:7].[CH3:8][C:9]1[N:10]=[C:11]([C:15](=[O:20])[C:16]([F:19])([F:18])[F:17])[S:12][C:13]=1[CH3:14]>CS(C)=O>[CH3:1][C:2]1[N:3]=[C:4]([C:15]([C:11]2[S:12][C:13]([CH3:14])=[C:9]([CH3:8])[N:10]=2)([OH:20])[C:16]([F:19])([F:18])[F:17])[S:5][C:6]=1[CH3:7]. Procedure details: From 4,5-dimethylthiazole and 4,5-dimethyl-2-trifluoroacetylthiazole. M.p. 122°-123.5° C. 13C Nmr (d6 -DMSO) 10.5, 14.4, 76.9 (g, J 30 Hz) 123.1 (q, J 286Hz), 129.0, 147.9 and 161.0 ppm.